From a dataset of the Open Reaction Database (ORD), a public repository of structured organic reaction records. describe an organic reaction: reactants, conditions, products, and yield The reactants are NC1=NC(=C(C(N1)=O)[N+](=O)[O-])Cl (2-amino-6-chloro-5-nitro-4(3H)-pyrimidinone), NC=1NC(C(=C(N1)C(C(=O)O)(CC=1SC=CC1)C#N)[N+](=O)[O-])=O (2-Amino-α-cyano-1,6-dihydro-5-nitro-6-oxo-α-(2-thienylmethyl)-4-pyrimidineacetic acid), Cl (HCl), C (methyl hydride), methyl 2-cyano- 3-(2-thienyl) propionate. Solvent: CN(C)C=O (DMF), C(C)(=O)OCC (ethyl acetate), CN(C)C=O (DMF), CN(C)C=O (DMF). Run at temperature 60 celsius. The product is NC=1NC(C(=C(N1)C(C(=O)OC)(CC=1SC=CC1)C#N)[N+](=O)[O-])=O (2-Amino-α-cyano-1, 6-dihydro-5-nitro-6-oxo-α-(2-thienylmethyl)-4-pyrimidine-acetic acid, methyl ester). As a reaction SMILES: [NH2:1][C:2]1[NH:3][C:4](=[O:23])[C:5]([N+:20]([O-:22])=[O:21])=[C:6]([C:8]([C:18]#[N:19])([CH2:12][C:13]2[S:14][CH:15]=[CH:16][CH:17]=2)[C:9]([OH:11])=[O:10])[N:7]=1.C.N[C:26]1NC(=O)C([N+]([O-])=O)=C(Cl)N=1.Cl>CN(C=O)C.C(OCC)(=O)C>[NH2:1][C:2]1[NH:3][C:4](=[O:23])[C:5]([N+:20]([O-:22])=[O:21])=[C:6]([C:8]([C:18]#[N:19])([CH2:12][C:13]2[S:14][CH:15]=[CH:16][CH:17]=2)[C:9]([O:11][CH3:26])=[O:10])[N:7]=1. Reported procedure: 2-Amino-α-cyano-1,6-dihydro-5-nitro-6-oxo-α-(2-thienylmethyl)-4-pyrimidineacetic acid, methyl hydride (4.5 g, 60% suspension in oil washed with hexane) is suspended in dry DMF (50 mL) under an atmosphere of dry N2 and a solution of methyl 2-cyano- 3-(2-thienyl) propionate (U.S. Pat. No. 4,279,903) (22.0 g) in dry DMF (50 mL) is added dropwise when a dark blue solution is formed. A solution of freshly recrystallized 2-amino-6-chloro-5-nitro-4(3H)-pyrimidinone (8.57 g) in DMF (75 mL) is added in o...